Dataset: the Open Reaction Database (ORD), a public repository of structured organic reaction records. Task: describe an organic reaction: reactants, conditions, products, and yield Reagents/catalysts: C(C)(=O)[O-].[Pd+2].C(C)(=O)[O-] (palladium(II) acetate). As a reaction SMILES: Br[C:2]1[C:3]([N:9]2[CH2:14][CH2:13][O:12][CH2:11][CH:10]2[C:15]([NH:17][C@H:18]([C:20]2[CH:25]=[CH:24][C:23]([CH3:26])=[CH:22][CH:21]=2)[CH3:19])=[O:16])=[N:4][C:5]([Cl:8])=[N:6][CH:7]=1.[O-]P([O-])([O-])=O.[K+].[K+].[K+].CC1(C)C2C(=C(P(C3C=CC=CC=3)C3C=CC=CC=3)C=CC=2)OC2C(P(C3C=CC=CC=3)C3C=CC=CC=3)=CC=CC1=2>O1CCOCC1.C(O)(C)(C)C.C(OCC)(=O)C.C([O-])(=O)C.[Pd+2].C([O-])(=O)C>[Cl:8][C:5]1[N:6]=[CH:7][C:2]2[N:17]([C@H:18]([C:20]3[CH:25]=[CH:24][C:23]([CH3:26])=[CH:22][CH:21]=3)[CH3:19])[C:15](=[O:16])[CH:10]3[CH2:11][O:12][CH2:13][CH2:14][N:9]3[C:3]=2[N:4]=1 |f:1.2.3.4,9.10.11|. Solvent: O1CCOCC1 (dioxane), C(C)(C)(C)O (tert-butanol), C(C)(=O)OCC (ethyl acetate). The product is ClC1=NC=2N3C(C(N(C2C=N1)[C@@H](C)C1=CC=C(C=C1)C)=O)COCC3 (2-chloro-5-((S)-1-(p-tolyl)ethyl)-6a,7,9,10-tetrahydro-[1,4]oxazino[3,4-h]pteridin-6(5H)-one). Reported procedure: To an oven dried vial were added 4-(5-bromo-2-chloropyrimidin-4-yl)-N-((S)-1-p-tolylethyl)morpholine-3-carboxamide (PREPARATION x32, 588 mg, 1.337 mmol), potassium phosphate tribasic (284 mg, 1.337 mmol), Xantphos (58.0 mg, 0.100 mmol) and palladium(II) acetate (15.01 mg, 0.067 mmol) in dioxane (15 mL) and tert-butanol (3 mL). The reaction mixture was degassed for 5 minutes with N2. The vial was then sealed and heated to 105° C. and the contents were stirred for 18 hours to give a brown suspensi... Run at temperature 105 celsius, time 18 hour. The reactants are BrC=1C(=NC(=NC1)Cl)N1C(COCC1)C(=O)N[C@@H](C)C1=CC=C(C=C1)C (4-(5-bromo-2-chloropyrimidin-4-yl)-N-((S)-1-p-tolylethyl)morpholine-3-carboxamide), [O-]P(=O)([O-])[O-].[K+].[K+].[K+] (potassium phosphate tribasic), CC1(C2=C(C(=CC=C2)P(C3=CC=CC=C3)C4=CC=CC=C4)OC5=C(C=CC=C51)P(C6=CC=CC=C6)C7=CC=CC=C7)C (Xantphos). Starting materials: ClC1=CC=C(C=C1)NC(=O)N[C@H](CCSC)C(=O)N1CCC(CC1)N1C(N2C(C1)=CN=C2C)=O (N—(4-chlorophenyl)—N′—((1R)-1-((4-(5-methyl-3-oxo-1H-imidazo[1,5-c]imidazol-2(3H)-yl)-1-piperidinyl)carbonyl)-3-(methylthio)propyl)urea), ClC1=CC(=CC=C1)C(=O)OO (3-chloroperbenzoic acid). Run in ClCCl (dichloromethane), ClCCl (dichloromethane). Product: ClC1=CC=C(C=C1)NC(=O)N[C@H](CCS(=O)C)C(=O)N1CCC(CC1)N1C(N2C(C1)=CN=C2C)=O (N—(4-chlorophenyl)—N′—((1R)-1-((4-(5-methyl-3-oxo-1H-imidazo[1,5-c]imidazol-2(3H)-yl)-1-piperidinyl)carbonyl)-3-(methylsulfinyl)propyl)urea). Yield: 55.4%. Reaction SMILES: [Cl:1][C:2]1[CH:7]=[CH:6][C:5]([NH:8][C:9]([NH:11][C@@H:12]([C:17]([N:19]2[CH2:24][CH2:23][CH:22]([N:25]3[CH2:29][C:28]4=[CH:30][N:31]=[C:32]([CH3:33])[N:27]4[C:26]3=[O:34])[CH2:21][CH2:20]2)=[O:18])[CH2:13][CH2:14][S:15][CH3:16])=[O:10])=[CH:4][CH:3]=1.ClC1C=CC=C(C(OO)=[O:43])C=1>ClCCl>[Cl:1][C:2]1[CH:3]=[CH:4][C:5]([NH:8][C:9]([NH:11][C@@H:12]([C:17]([N:19]2[CH2:24][CH2:23][CH:22]([N:25]3[CH2:29][C:28]4=[CH:30][N:31]=[C:32]([CH3:33])[N:27]4[C:26]3=[O:34])[CH2:21][CH2:20]2)=[O:18])[CH2:13][CH2:14][S:15]([CH3:16])=[O:43])=[O:10])=[CH:6][CH:7]=1. Reported procedure: To a solution of N—(4-chlorophenyl)—N′—((1R)-1-((4-(5-methyl-3-oxo-1H-imidazo[1,5-c]imidazol-2(3H)-yl)-1-piperidinyl)carbonyl)-3-(methylthio)propyl)urea (0.21 g) obtained in Example 65 in dichloromethane (15 ml) was added 3-chloroperbenzoic acid (0.10 g), and mixed at 0° C. for 20 minutes. The reaction mixture was diluted with dichloromethane, washed with a saturated aqueous sodium hydrogen carbonate solution and saturated brine and dried over anhydrous magnesium sulfate. The solvent was distill... Reaction SMILES: [CH3:25][c:26]1[cH:27][cH:28][cH:29][cH:30][cH:31]1.[OH2:12].[OH2:24].[OH:1][C:2]1([CH3:11])[CH2:3][CH2:4][c:5]2[cH:6][cH:7][cH:8][cH:9][c:10]21.[c:13]1([CH3:14])[cH:15][cH:16][c:17]([S:18]([OH:19])(=[O:20])=[O:21])[cH:22][cH:23]1>>[C:2]1([CH3:11])=[CH:3][CH2:4][c:5]2[cH:6][cH:7][cH:8][cH:9][c:10]21. The reactants are Cc1ccccc1, O, O, CC1(O)CCc2ccccc21, Cc1ccc(S(=O)(=O)O)cc1. Product: CC1=CCc2ccccc21.